Dataset: the Open Reaction Database (ORD), a public repository of structured organic reaction records. Task: describe an organic reaction: reactants, conditions, products, and yield The reactants are ClC=1C=CC=C2CC(C(C12)=O)CC1CCCCC1 (7-Chloro-2-cyclohexylmethyl-indan-1-one), C(CO)O (ethylene glycol), C(C)(C)(C)C1=CC=C(C=C1)B(O)O (4-tert-butyl-benzene boronic acid), C([O-])([O-])=O.[Na+].[Na+] (sodium carbonate). Run in O (water). Run at temperature 125 celsius. Yields the product C(C)(C)(C)C1=CC=C(C=C1)C=1C=CC=C2CC(C(C12)=O)CC1CCCCC1 (7-(4′-tert-Butyl-phenyl)-2-cyclohexylmethyl-indan-1-one). Reaction SMILES: Cl[C:2]1[CH:3]=[CH:4][CH:5]=[C:6]2[C:10]=1[C:9](=[O:11])[CH:8]([CH2:12][CH:13]1[CH2:18][CH2:17][CH2:16][CH2:15][CH2:14]1)[CH2:7]2.[C:19]([C:23]1[CH:28]=[CH:27][C:26](B(O)O)=[CH:25][CH:24]=1)([CH3:22])([CH3:21])[CH3:20].C(=O)([O-])[O-].[Na+].[Na+].C(O)CO>O>[C:19]([C:23]1[CH:28]=[CH:27][C:26]([C:2]2[CH:3]=[CH:4][CH:5]=[C:6]3[C:10]=2[C:9](=[O:11])[CH:8]([CH2:12][CH:13]2[CH2:14][CH2:15][CH2:16][CH2:17][CH2:18]2)[CH2:7]3)=[CH:25][CH:24]=1)([CH3:22])([CH3:21])[CH3:20] |f:2.3.4|. Procedure: 60 g (228 mmole) 7-Chloro-2-cyclohexylmethyl-indan-1-one, 49 g (1.2 eq.) 4-tert-butyl-benzene boronic acid, 53 g sodium carbonate, 750 ml ethylene glycol and 150 ml water were placed in a 2 l—roundbottom flask equipped with a mechanical stirrer and a reflux condenser. The mixture was degassed three times by slight evacuation and recharging with argon. A premixed catalyst solution consisting of 103 mg (0.2 mole %) palladium acetate, 3 ml NaTPPTS (2.6 M in water, 0.8 mole %) and 2 ml of water was ... Reactants: OC1CCN(CC1)C (4-hydroxy-N-methylpiperidine), [OH-].[Na+] (NaOH), C(CC1=CC=CC=C1)N1C(=NC(=C1)C(F)(F)F)C=O (1-phenethyl-4-trifluoromethyl-imidazole-2-carbaldehyde), C(CC1=CC=CC=C1)N1C(=NC=C1C(F)(F)F)C=O (1-phenethyl-5-trifluoromethyl-imidazole-2-carbaldehyde). The solvent is CS(=O)(=O)O (methanesulfonic acid), O (Water). Conditions: time 8 hour. Product: CN1CCC(CC1)OC1C2=NC(=CN2CCC2=C1C=CC=C2)C(F)(F)F (4-(1-methylpiperidin-4-yloxy)-2-trifluoromethyl-9,10-dihydro-4H-3,10a-diaza-benzo[f]azulene), CN1CCC(CC1)OC1C2=NC=C(N2CCC2=C1C=CC=C2)C(F)(F)F (4-(1-methylpiperidin-4-yloxy)-1-trifluoromethyl-9,10-dihydro-4H-3,10a-diaza-benzo[f]azulene). As a reaction SMILES: [OH:1][CH:2]1[CH2:7][CH2:6][N:5]([CH3:8])[CH2:4][CH2:3]1.[CH2:9]([N:17]1[CH:21]=[C:20]([C:22]([F:25])([F:24])[F:23])[N:19]=[C:18]1[CH:26]=O)[CH2:10][C:11]1[CH:16]=[CH:15][CH:14]=[CH:13][CH:12]=1.[CH2:28]([N:36]1[C:40]([C:41]([F:44])([F:43])[F:42])=[CH:39][N:38]=[C:37]1[CH:45]=[O:46])[CH2:29][C:30]1[CH:35]=[CH:34][CH:33]=[CH:32][CH:31]=1.[OH-].[Na+]>CS(O)(=O)=O.O>[CH3:8][N:5]1[CH2:6][CH2:7][CH:2]([O:1][CH:26]2[C:12]3[CH:13]=[CH:14][CH:15]=[CH:16][C:11]=3[CH2:10][CH2:9][N:17]3[C:18]2=[N:19][C:20]([C:22]([F:25])([F:24])[F:23])=[CH:21]3)[CH2:3][CH2:4]1.[CH3:8][N:5]1[CH2:6][CH2:7][CH:2]([O:46][CH:45]2[C:31]3[CH:32]=[CH:33][CH:34]=[CH:35][C:30]=3[CH2:29][CH2:28][N:36]3[C:37]2=[N:38][CH:39]=[C:40]3[C:41]([F:44])([F:43])[F:42])[CH2:3][CH2:4]1 |f:3.4|. Reported procedure: To a solution of 4-hydroxy-N-methylpiperidine (173 mg, 1.5 mmoles) in methanesulfonic acid (2.5 mL) is added a solution of the mixture of 1-phenethyl-4-trifluoromethyl-imidazole-2-carbaldehyde and 1-phenethyl-5-trifluoromethyl-imidazole-2-carbaldehyde (example 1B). The reaction mixture is stirred overnight at room temperature. Water is added and the mixture is basified to pH 9-10 with 12N NaOH. The aqueous phase is extracted three times with dichloromethane. The organic phase is dried over magne... Reactants: ClC1=NC(=NC(=C1)N1CC(OCC1)C=1NC2=C(C=NC=C2)N1)N (4-chloro-6-[2-(1H-imidazo[4,5-c]pyridin-2-yl)-4-morpholinyl]-2-pyrimidinamine), FC1=C(C#N)C=CC(=C1)B1OC(C(O1)(C)C)(C)C (2-fluoro-4-(4,4,5,5-tetramethyl-1,3,2-dioxaborolan-2-yl)benzonitrile), C(=O)([O-])[O-].[Na+].[Na+] (Na2CO3). Reagents/catalysts: C=1C=CC(=CC1)[P](C=2C=CC=CC2)(C=3C=CC=CC3)[Pd]([P](C=4C=CC=CC4)(C=5C=CC=CC5)C=6C=CC=CC6)([P](C=7C=CC=CC7)(C=8C=CC=CC8)C=9C=CC=CC9)[P](C=1C=CC=CC1)(C=1C=CC=CC1)C=1C=CC=CC1 (Pd(PPh3)4). Solvent: O1CCOCC1 (1,4-dioxane), O (water). Reaction conditions: temperature 140 celsius, time 1 hour. Product: NC1=NC(=CC(=N1)C1=CC(=C(C#N)C=C1)F)N1CC(OCC1)C=1NC2=C(C=NC=C2)N1 (4-{2-Amino-6-[2-(1H-imidazo[4,5-c]pyridin-2-yl)-4-morpholinyl]-4-pyrimidinyl}-2-fluorobenzonitrile). Isolated yield 85.3%. As a reaction SMILES: Cl[C:2]1[CH:7]=[C:6]([N:8]2[CH2:13][CH2:12][O:11][CH:10]([C:14]3[NH:15][C:16]4[CH:21]=[CH:20][N:19]=[CH:18][C:17]=4[N:22]=3)[CH2:9]2)[N:5]=[C:4]([NH2:23])[N:3]=1.[F:24][C:25]1[CH:32]=[C:31](B2OC(C)(C)C(C)(C)O2)[CH:30]=[CH:29][C:26]=1[C:27]#[N:28].C([O-])([O-])=O.[Na+].[Na+]>O1CCOCC1.O.C1C=CC([P]([Pd]([P](C2C=CC=CC=2)(C2C=CC=CC=2)C2C=CC=CC=2)([P](C2C=CC=CC=2)(C2C=CC=CC=2)C2C=CC=CC=2)[P](C2C=CC=CC=2)(C2C=CC=CC=2)C2C=CC=CC=2)(C2C=CC=CC=2)C2C=CC=CC=2)=CC=1>[NH2:23][C:4]1[N:3]=[C:2]([C:31]2[CH:30]=[CH:29][C:26]([C:27]#[N:28])=[C:25]([F:24])[CH:32]=2)[CH:7]=[C:6]([N:8]2[CH2:13][CH2:12][O:11][CH:10]([C:14]3[NH:15][C:16]4[CH:21]=[CH:20][N:19]=[CH:18][C:17]=4[N:22]=3)[CH2:9]2)[N:5]=1 |f:2.3.4,^1:58,60,79,98|. Procedure: A mixture of 4-chloro-6-[2-(1H-imidazo[4,5-c]pyridin-2-yl)-4-morpholinyl]-2-pyrimidinamine (403 mg, 1.21 mmol), 2-fluoro-4-(4,4,5,5-tetramethyl-1,3,2-dioxaborolan-2-yl)benzonitrile (390 mg, 1.58 mmol), Na2CO3 (322 mg, 3.04 mmol) and Pd(PPh3)4 (140 mg, 0.121 mmol) in 1,4-dioxane (6 mL) and water (2 mL) was heated at 140° C. under microwave conditions with stirring for 1 hour. The mixture was filtered, washed by EtOAc (150 mL), and evaporated to give a yellow solid which was chromatographed to aff...